From a dataset of the Open Reaction Database (ORD), a public repository of structured organic reaction records. describe an organic reaction: reactants, conditions, products, and yield Reactants: CCS(=O)(=O)N1CCC(c2c[nH]c3c(C(N)=O)cc(Br)cc23)CC1, CCCCNCc1ccc(B(O)O)s1, [K+], [K+], O=C([O-])[O-], c1ccc(P(c2ccccc2)(c2ccccc2)[Pd](P(c2ccccc2)(c2ccccc2)c2ccccc2)(P(c2ccccc2)(c2ccccc2)c2ccccc2)P(c2ccccc2)(c2ccccc2)c2ccccc2)cc1. The product is CCCCNCc1ccc(-c2cc(C(N)=O)c3[nH]cc(C4CCN(S(=O)(=O)CC)CC4)c3c2)s1. RXN SMILES: [Br:15][c:16]1[cH:17][c:18]2[c:19]([CH:28]3[CH2:29][CH2:30][N:31]([S:34](=[O:35])(=[O:36])[CH2:37][CH3:38])[CH2:32][CH2:33]3)[cH:20][nH:21][c:22]2[c:23]([C:25](=[O:26])[NH2:27])[cH:24]1.[CH2:1]([CH2:2][CH2:3][CH3:4])[NH:5][CH2:6][c:7]1[cH:8][cH:9][c:10]([B:12]([OH:13])[OH:14])[s:11]1.[K+:39].[K+:40].[O-:41][C:42]([O-:43])=[O:44].[cH:45]1[cH:46][cH:47][c:48]([P:49]([Pd:50]([P:51]([c:52]2[cH:53][cH:54][cH:55][cH:56][cH:57]2)([c:58]2[cH:59][cH:60][cH:61][cH:62][cH:63]2)[c:64]2[cH:65][cH:66][cH:67][cH:68][cH:69]2)([P:70]([c:71]2[cH:72][cH:73][cH:74][cH:75][cH:76]2)([c:77]2[cH:78][cH:79][cH:80][cH:81][cH:82]2)[c:83]2[cH:84][cH:85][cH:86][cH:87][cH:88]2)[P:89]([c:90]2[cH:91][cH:92][cH:93][cH:94][cH:95]2)([c:96]2[cH:97][cH:98][cH:99][cH:100][cH:101]2)[c:102]2[cH:103][cH:104][cH:105][cH:106][cH:107]2)([c:108]2[cH:109][cH:110][cH:111][cH:112][cH:113]2)[c:114]2[cH:115][cH:116][cH:117][cH:118][cH:119]2)[cH:120][cH:121]1>>[CH2:1]([CH2:2][CH2:3][CH3:4])[NH:5][CH2:6][c:7]1[cH:8][cH:9][c:10](-[c:16]2[cH:17][c:18]3[c:19]([CH:28]4[CH2:29][CH2:30][N:31]([S:34](=[O:35])(=[O:36])[CH2:37][CH3:38])[CH2:32][CH2:33]4)[cH:20][nH:21][c:22]3[c:23]([C:25](=[O:26])[NH2:27])[cH:24]2)[s:11]1. Starting materials: CN(C)C=O, Cc1ccccc1, O=C(O)C(SCCC(F)(F)F)c1ccc(Cl)cc1, O=S(Cl)Cl. Yields the product NC(=O)C(SCCC(F)(F)F)c1ccc(Cl)cc1. RXN SMILES: [CH3:23][N:24]([CH3:25])[CH:26]=[O:27].[CH3:28][c:29]1[cH:30][cH:31][cH:32][cH:33][cH:34]1.[Cl:1][c:2]1[cH:3][cH:4][c:5]([CH:8]([C:9](=[O:10])[OH:11])[S:12][CH2:13][CH2:14][C:15]([F:16])([F:17])[F:18])[cH:6][cH:7]1.[S:19]([Cl:20])([Cl:21])=[O:22]>>[Cl:1][c:2]1[cH:3][cH:4][c:5]([CH:8]([C:9](=[O:10])[NH2:24])[S:12][CH2:13][CH2:14][C:15]([F:16])([F:17])[F:18])[cH:6][cH:7]1. Procedure details: In the manner of step (a) of Example 1, cyclopentanemethylamine (K. Jewers and J. McKenna, J. Chem. Soc. 1958, 2209-2217; 23.0 g, 0.158 mole) was reacted with phosgene to give 1,3-bis(cyclopentylmethyl)urea as white powder (14.41 g, 81%), m.p. 162°-164° C.; As a reaction SMILES: [CH:1]1([CH2:6][NH2:7])[CH2:5][CH2:4][CH2:3][CH2:2]1.[C:8](Cl)(Cl)=[O:9]>>[CH:1]1([CH2:6][NH:7][C:8]([NH:7][CH2:6][CH:1]2[CH2:5][CH2:4][CH2:3][CH2:2]2)=[O:9])[CH2:5][CH2:4][CH2:3][CH2:2]1. Yield: 81.0%. Reactants: C1(CCCC1)CN (cyclopentanemethylamine), C(=O)(Cl)Cl (phosgene). Product: C1(CCCC1)CNC(=O)NCC1CCCC1 (1,3-bis(cyclopentylmethyl)urea). Reactants: C1COCCO1, O=C(Cl)Oc1ccccc1, COCCN(CCOC)C(=O)c1cccc(N)c1, [Na+], [OH-]. The product is COCCN(CCOC)C(=O)c1cccc(NC(=O)Oc2ccccc2)c1. Reaction SMILES: [CH2:31]1[O:32][CH2:33][CH2:34][O:35][CH2:36]1.[Cl:21][C:22](=[O:23])[O:24][c:25]1[cH:26][cH:27][cH:28][cH:29][cH:30]1.[NH2:1][c:2]1[cH:3][c:4]([C:5](=[O:6])[N:7]([CH2:8][CH2:9][O:10][CH3:11])[CH2:12][CH2:13][O:14][CH3:15])[cH:16][cH:17][cH:18]1.[Na+:20].[OH-:19]>>[NH:1]([c:2]1[cH:3][c:4]([C:5](=[O:6])[N:7]([CH2:8][CH2:9][O:10][CH3:11])[CH2:12][CH2:13][O:14][CH3:15])[cH:16][cH:17][cH:18]1)[C:22](=[O:23])[O:24][c:25]1[cH:26][cH:27][cH:28][cH:29][cH:30]1. The reactants are CCO, NCc1ccccc1, CSc1nc(N)nc(-c2ccco2)c1C#N. Product: N#Cc1c(NCc2ccccc2)nc(N)nc1-c1ccco1. As a reaction SMILES: [CH3:25][CH2:26][OH:27].[NH2:17][CH2:18][c:19]1[cH:20][cH:21][cH:22][cH:23][cH:24]1.[NH2:1][c:2]1[n:3][c:4]([S:15][CH3:16])[c:5]([C:13]#[N:14])[c:6](-[c:8]2[o:9][cH:10][cH:11][cH:12]2)[n:7]1>>[NH2:1][c:2]1[n:3][c:4]([NH:17][CH2:18][c:19]2[cH:20][cH:21][cH:22][cH:23][cH:24]2)[c:5]([C:13]#[N:14])[c:6](-[c:8]2[o:9][cH:10][cH:11][cH:12]2)[n:7]1. Reactants: O=C([O-])[O-], COc1cc(OC)nc(C2(O)OC(=O)c3c(-c4ccco4)ccnc32)n1, CN(C)C=O, CI, [K+], [K+], O. Yields the product COC(=O)c1c(-c2ccco2)ccnc1C(=O)c1nc(OC)cc(OC)n1. As a reaction SMILES: [C:32](=[O:33])([O-:34])[O-:35].[CH3:1][O:2][c:3]1[n:4][c:5]([C:11]2([OH:26])[O:12][C:13](=[O:25])[c:14]3[c:15]2[n:16][cH:17][cH:18][c:19]3-[c:20]2[o:21][cH:22][cH:23][cH:24]2)[n:6][c:7]([O:9][CH3:10])[cH:8]1.[CH3:27][N:28]([CH3:29])[CH:30]=[O:31].[CH3:38][I:39].[K+:36].[K+:37].[OH2:40]>>[CH3:1][O:2][c:3]1[n:4][c:5]([C:11]([c:15]2[c:14]([C:13]([O:12][CH3:27])=[O:25])[c:19](-[c:20]3[o:21][cH:22][cH:23][cH:24]3)[cH:18][cH:17][n:16]2)=[O:26])[n:6][c:7]([O:9][CH3:10])[cH:8]1. The reactants are CCOC(=O)C(C)(C)Br, BrCCBr, CCC(=O)CC, C1CCOC1, C[Si](C)(C)Cl, [Zn]. Yields the product CCOC(=O)C(C)(C)C(O)(CC)CC. RXN SMILES: [Br:16][C:17]([C:18](=[O:19])[O:20][CH2:21][CH3:22])([CH3:23])[CH3:24].[Br:1][CH2:2][CH2:3][Br:4].[CH2:10]([CH3:11])[C:12](=[O:13])[CH2:14][CH3:15].[CH2:25]1[O:26][CH2:27][CH2:28][CH2:29]1.[Cl:5][Si:6]([CH3:7])([CH3:8])[CH3:9].[Zn:30]>>[CH2:10]([CH3:11])[C:12]([OH:13])([CH2:14][CH3:15])[C:17]([C:18](=[O:19])[O:20][CH2:21][CH3:22])([CH3:23])[CH3:24].